This data is from the Open Reaction Database (ORD), a public repository of structured organic reaction records. The task is: describe an organic reaction: reactants, conditions, products, and yield The reactants are CCOC(=O)C(Cc1ccccc1)C(=O)Nc1ccc(CP(=O)(OCC)OCC)cc1, C1CCOC1, Cl, [K+], [OH-], O. Product: CCOP(=O)(Cc1ccc(NC(=O)C(Cc2ccccc2)C(=O)O)cc1)OCC. RXN SMILES: [CH2:1]([CH3:2])[O:3][P:4](=[O:5])([O:6][CH2:7][CH3:8])[CH2:9][c:10]1[cH:11][cH:12][c:13]([NH:16][C:17](=[O:18])[CH:19]([C:20](=[O:21])[O:22][CH2:23][CH3:24])[CH2:25][c:26]2[cH:27][cH:28][cH:29][cH:30][cH:31]2)[cH:14][cH:15]1.[CH2:35]1[O:36][CH2:37][CH2:38][CH2:39]1.[ClH:34].[K+:33].[OH-:32].[OH2:40]>>[CH2:1]([CH3:2])[O:3][P:4](=[O:5])([O:6][CH2:7][CH3:8])[CH2:9][c:10]1[cH:11][cH:12][c:13]([NH:16][C:17](=[O:18])[CH:19]([C:20](=[O:21])[OH:22])[CH2:25][c:26]2[cH:27][cH:28][cH:29][cH:30][cH:31]2)[cH:14][cH:15]1. The reactants are O=C(Cl)c1ccc(CCN2CCN(Cc3ccccc3Cl)CC2)cc1, Cl, Cl, N, C1COCCO1, O. Yields the product NC(=O)c1ccc(CCN2CCN(Cc3ccccc3Cl)CC2)cc1. Reaction SMILES: [Cl:3][c:4]1[c:5]([CH2:6][N:7]2[CH2:8][CH2:9][N:10]([CH2:13][CH2:14][c:15]3[cH:16][cH:17][c:18]([C:19](=[O:20])[Cl:21])[cH:22][cH:23]3)[CH2:11][CH2:12]2)[cH:24][cH:25][cH:26][cH:27]1.[ClH:1].[ClH:2].[NH3:34].[O:28]1[CH2:29][CH2:30][O:31][CH2:32][CH2:33]1.[OH2:35]>>[Cl:3][c:4]1[c:5]([CH2:6][N:7]2[CH2:8][CH2:9][N:10]([CH2:13][CH2:14][c:15]3[cH:16][cH:17][c:18]([C:19](=[O:20])[NH2:34])[cH:22][cH:23]3)[CH2:11][CH2:12]2)[cH:24][cH:25][cH:26][cH:27]1.